Dataset: the Open Reaction Database (ORD), a public repository of structured organic reaction records. Task: describe an organic reaction: reactants, conditions, products, and yield Starting materials: 800, C(C(=C)C)(=O)NC(OCC)=O (ethyl N-methacryloylcarbamate), C(C)C(CO)CCCC (2-ethylhexyl alcohol). Reagents/catalysts: C1(O)=CC=C(O)C=C1 (hydroquinone). Run at temperature 120 celsius. Yields the product C(C(=C)C)(=O)NC(OCC(CCCC)CC)=O (2-ethylhexyl N-methacryloylcarbamate). Isolated yield 72.2%. Reaction SMILES: [C:1]([NH:6][C:7](=O)[O:8]CC)(=[O:5])[C:2]([CH3:4])=[CH2:3].[CH2:12]([CH:14]([CH2:17][CH2:18][CH2:19][CH3:20])[CH2:15][OH:16])[CH3:13]>C1(C=CC(O)=CC=1)O>[C:1]([NH:6][C:7](=[O:8])[O:16][CH2:15][CH:14]([CH2:12][CH3:13])[CH2:17][CH2:18][CH2:19][CH3:20])(=[O:5])[C:2]([CH3:4])=[CH2:3]. Procedure details: A reaction vessel was charged with 15.7 g of ethyl N-methacryloylcarbamate and 52 g of 2-ethylhexyl alcohol, to which 0.1 g of hydroquinone was added and heated at 120° C. for one hour. The resulting mixture was condensed under reduced pressure and isolated by column chromatography to obtain 17.4 g of 2-ethylhexyl N-methacryloylcarbamate having a viscosity of 800 cp. Starting materials: C(C)C1(C(NCCCC1)=O)C1=CC(=CC=C1)O (3-ethyl-3-(3-hydroxy-phenyl)-azepan-2-one), 4A, N1=CC=CC=C1 (pyridine), C(=O)C=1C=C(C=CC1)B(O)O (3-formylphenyl-boronic acid), cupric acetate. The solvent is C(Cl)Cl (CH2Cl2). Conditions: time 48 hour. The product is C(C)C1(C(N(CCCC1)C)=O)C=1C=C(OC=2C=C(C=O)C=CC2)C=CC1 (3-[3-(3-ethyl-1-methyl-2-oxo-azepan-3-yl)-phenoxy]-benzaldehyde). Reaction SMILES: [CH2:1]([C:3]1([C:11]2[CH:16]=[CH:15][CH:14]=[C:13]([OH:17])[CH:12]=2)[CH2:9][CH2:8][CH2:7][CH2:6][NH:5][C:4]1=[O:10])[CH3:2].[CH:18]([C:20]1[CH:21]=[C:22](B(O)O)[CH:23]=[CH:24][CH:25]=1)=[O:19].N1C=CC=C[CH:30]=1>C(Cl)Cl>[CH2:1]([C:3]1([C:11]2[CH:12]=[C:13]([CH:14]=[CH:15][CH:16]=2)[O:17][C:24]2[CH:25]=[C:20]([CH:21]=[CH:22][CH:23]=2)[CH:18]=[O:19])[CH2:9][CH2:8][CH2:7][CH2:6][N:5]([CH3:30])[C:4]1=[O:10])[CH3:2]. Procedure details: 3-Ethyl-3-(3-hydroxy-phenyl)-1-methyl-azepan-2-one (as described in Example 8, Step B) (0.10 g, 0.4 mmol), 3-formylphenyl-boronic acid (0.12 g, 0.8 mmol), cupric acetate (0.073 g, 0.4 mmol) and powdered 4A molecular sieves (0.12 g) were combined under Ar, diluted with anhydrous CH2Cl2 (2 mL) and pyridine (0.162 mL, 2.0 mmol) and stirred at ambient temperature for 48 hrs. The reaction mixture was filtered, and the filtrated concentrated to dryness and partitioned between EtOAc and H2O. The aqueou... Reactants: CC(Oc1ccc(C(F)(F)F)cn1)C1CN(Cc2ccccc2)CC1c1ccc(Cl)c(Cl)c1, Cc1ccccc1, CCN(C(C)C)C(C)C, CC(Cl)OC(=O)Cl. Yields the product CC(Oc1ccc(C(F)(F)F)cn1)C1CNCC1c1ccc(Cl)c(Cl)c1. As a reaction SMILES: [CH2:1]([c:2]1[cH:3][cH:4][cH:5][cH:6][cH:7]1)[N:8]1[CH2:9][CH:10]([CH:21]([CH3:22])[O:23][c:24]2[n:25][cH:26][c:27]([C:30]([F:31])([F:32])[F:33])[cH:28][cH:29]2)[CH:11]([c:13]2[cH:14][c:15]([Cl:20])[c:16]([Cl:19])[cH:17][cH:18]2)[CH2:12]1.[CH3:50][c:51]1[cH:52][cH:53][cH:54][cH:55][cH:56]1.[CH:41]([N:42]([CH2:43][CH3:44])[CH:45]([CH3:46])[CH3:47])([CH3:48])[CH3:49].[Cl:34][C:35]([O:36][CH:37]([Cl:38])[CH3:39])=[O:40]>>[NH:8]1[CH2:9][CH:10]([CH:21]([CH3:22])[O:23][c:24]2[n:25][cH:26][c:27]([C:30]([F:31])([F:32])[F:33])[cH:28][cH:29]2)[CH:11]([c:13]2[cH:14][c:15]([Cl:20])[c:16]([Cl:19])[cH:17][cH:18]2)[CH2:12]1. The reactants are C(=O)OCC(=O)OC(C)(C)C1CC=C(C(C1)OC(COC=O)=O)C (2-(5-(2-(Formyloxy)acetoxy)-4-methylcyclohex-3-enyl)propan-2-yl 2-(formyloxy)acetate). The solvent is C([O-])(O)=O.[Na+] (sodium bicarbonate). Conditions: time 3 day. Yields the product OCC(=O)OC(C)(C)C1CC=C(C(C1)OC(CO)=O)C (2-(5-(2-Hydroxyacetoxy)-4-methylcyclohex-3-enyl)propan-2-yl 2-hydroxyacetate). As a reaction SMILES: C([O:3][CH2:4][C:5]([O:7][C:8]([CH:11]1[CH2:16][CH:15]([O:17][C:18](=[O:23])[CH2:19][O:20]C=O)[C:14]([CH3:24])=[CH:13][CH2:12]1)([CH3:10])[CH3:9])=[O:6])=O>C(=O)(O)[O-].[Na+]>[OH:3][CH2:4][C:5]([O:7][C:8]([CH:11]1[CH2:16][CH:15]([O:17][C:18](=[O:23])[CH2:19][OH:20])[C:14]([CH3:24])=[CH:13][CH2:12]1)([CH3:10])[CH3:9])=[O:6] |f:1.2|. Procedure: The crude product (106) was combined with aqueous sodium bicarbonate solution (20 mL, 0.75 N) and stirred for 3 days. The compound was then extracted using ethyl acetate in three 20 mL portions. The organic phase was then evaporated and separated in a column to get a clear oil.) 1H NMR (CDCl3): δ 1.19 (s, 3H), 1.43 (s, 3H), 1.61 (s, 3H), 1.75 (t, 2H), 2.00 (m, 1H), 2.36 (t, 2H), 2.63 (s, 2H), 3.98 (s, 2H), 4.16 (s, 2H), 5.27 (s, 1H), 5.68 (s, 1H). Reactants: C(=O)(O)[O-].[Na+] (NaHCO3), COC1OC(CC1C=O)OC (2,5-dimethoxytetrahydrofuran-3-carbaldehyde), NC1=CC=C(C=C1)C=1C(CC(NN1)=O)C (6-(4-aminophenyl)-4,5-dihydro-5-methylpyridazinone). The solvent is C(C)(=O)O (acetic acid), C(C)(=O)O (acetic acid). Conditions: time 2 hour. Product: C(=O)C1=CN(C=C1)C1=CC=C(C=C1)C=1C(CC(NN1)=O)C (6-[p-(3-formylpyrrol-1-yl)-phenyl]-4,5-dihydro-5-methylpyridazinone). Yield: 78.6%. As a reaction SMILES: C[O:2][CH:3]1[CH:7]([CH:8]=O)[CH2:6][CH:5](OC)O1.[NH2:12][C:13]1[CH:18]=[CH:17][C:16]([C:19]2[CH:20]([CH3:26])[CH2:21][C:22](=[O:25])[NH:23][N:24]=2)=[CH:15][CH:14]=1.C([O-])(O)=O.[Na+]>C(O)(=O)C>[CH:3]([C:7]1[CH:6]=[CH:5][N:12]([C:13]2[CH:18]=[CH:17][C:16]([C:19]3[CH:20]([CH3:26])[CH2:21][C:22](=[O:25])[NH:23][N:24]=3)=[CH:15][CH:14]=2)[CH:8]=1)=[O:2] |f:2.3|. Procedure details: A solution of 33.6 g (210 millimoles) of 2,5-dimethoxytetrahydrofuran-3-carbaldehyde in 200 ml of glacial acetic acid was added dropwise to 40.6 g (200 millimoles) of 6-(4-aminophenyl)-4,5-dihydro-5-methylpyridazinone in 400 ml of glacial acetic acid at 80° C. After 2 hours, the reaction mixture was poured into saturated NaHCO3 solution and extracted with CH2Cl2. The extract was washed with water and saturated NaCl solution and dried over Na2SO4, the solvent was stripped off in a rotary evaporat...